Dataset: the Open Reaction Database (ORD), a public repository of structured organic reaction records. Task: describe an organic reaction: reactants, conditions, products, and yield Yields the product C(C(=O)C1=CC=CC=C1)OC(C(NC(=O)OC(C)(C)C)C1=CC=C(C=C1)O)=O (N-tert-butoxycarbonyl-2-(4-hydroxyphenyl)glycine phenacyl ester). The yield is 99.6%. Reaction SMILES: [C:1]([O:5][C:6]([NH:8][CH:9]([C:13]1[CH:18]=[CH:17][C:16]([OH:19])=[CH:15][CH:14]=1)[C:10]([OH:12])=[O:11])=[O:7])([CH3:4])([CH3:3])[CH3:2].[CH2:20](Br)[C:21]([C:23]1[CH:28]=[CH:27][CH:26]=[CH:25][CH:24]=1)=[O:22].[OH-].[Na+].O>CN(C)C=O>[CH2:20]([O:11][C:10](=[O:12])[CH:9]([C:13]1[CH:18]=[CH:17][C:16]([OH:19])=[CH:15][CH:14]=1)[NH:8][C:6]([O:5][C:1]([CH3:4])([CH3:2])[CH3:3])=[O:7])[C:21]([C:23]1[CH:28]=[CH:27][CH:26]=[CH:25][CH:24]=1)=[O:22] |f:2.3|. Run in CN(C=O)C (N,N-dimethylformamide). Procedure details: A solution of N-tert-butoxycarbonyl-2-(4-hydroxyphenyl) glycine (9.18 g.), phenacyl bromide (6.86 g.) and sodium hydroxide (1.37 g.) in N,N-dimethylformamide (100 ml.) was stirred for 4 hours at ambient temperature. The reaction mixture was poured into water (500 ml.) and extracted three times with every 50 ml. portions of ethyl acetate. The combined extract was washed with water, dried over magnesium sulfate, and evaporated to dryness under reduced pressure to give an oily N-tert-butoxycarbonyl... Starting materials: O (water), C(C)(C)(C)OC(=O)NC(C(=O)O)C1=CC=C(C=C1)O (N-tert-butoxycarbonyl-2-(4-hydroxyphenyl) glycine), C(C(=O)C1=CC=CC=C1)Br (phenacyl bromide), [OH-].[Na+] (sodium hydroxide). Starting materials: C1(=CC=C(C=C1)[C@@]1(C[C@@H]2N(C([C@H](CCCCC\C=C/[C@H]3[C@](NC2=O)(C3)C(=O)OCC)NC(=O)OC(C)(C)C)=O)C1)SCCCC)C1=CC=CC=C1 ((2R,6S,13aS,14aR,16aS,Z)-ethyl 2-(biphenyl-4-yl)-6-(tert-butoxycarbonylamino)-2-(butylthio)-5,16-dioxo-1,2,3,5,6,7,8,9,10,11,13a,14,14a,15,16,16a-hexadecahydrocyclopropa[e]pyrrolo[1,2-a][1,4]diazacyclopentadecine-14a-carboxylate), O.[OH-].[Li+] (Lithium hydroxide monohydrate), O.[OH-].[Li+] (Lithium hydroxide monohydrate), O.[OH-].[Li+] (Lithium hydroxide monohydrate). Solvent: C1CCOC1 (THF), CO (MeOH), O (water), O (water), O (water). Reaction conditions: time 5 hour. Yields the product desired product, C1(=CC=C(C=C1)[C@@]1(C[C@@H]2N(C([C@H](CCCCC\C=C/[C@H]3[C@](NC2=O)(C3)C(=O)O)NC(=O)OC(C)(C)C)=O)C1)SCCCC)C1=CC=CC=C1 ((2R,6S,13aS,14aR,16aS,Z)-2-(biphenyl-4-yl)-6-(tert-butoxycarbonylamino)-2-(butylthio)-5,16-dioxo-1,2,3,5,6,7,8,9,10,11,13a,14,14a,15,16,16a-hexadecahydrocyclopropa[e]pyrrolo[1,2-a][1,4]diazacyclopentadecine-14a-carboxylic acid). Yield: 90.2%. As a reaction SMILES: [C:1]1([C:46]2[CH:51]=[CH:50][CH:49]=[CH:48][CH:47]=2)[CH:6]=[CH:5][C:4]([C@@:7]2([S:41][CH2:42][CH2:43][CH2:44][CH3:45])[CH2:40][N:10]3[C:11](=[O:39])[C@@H:12]([NH:31][C:32]([O:34][C:35]([CH3:38])([CH3:37])[CH3:36])=[O:33])[CH2:13][CH2:14][CH2:15][CH2:16][CH2:17][CH:18]=[CH:19][C@@H:20]4[CH2:25][C@@:21]4([C:26]([O:28]CC)=[O:27])[NH:22][C:23](=[O:24])[C@@H:9]3[CH2:8]2)=[CH:3][CH:2]=1.O.[OH-].[Li+]>C1COCC1.CO.O>[C:1]1([C:46]2[CH:51]=[CH:50][CH:49]=[CH:48][CH:47]=2)[CH:2]=[CH:3][C:4]([C@@:7]2([S:41][CH2:42][CH2:43][CH2:44][CH3:45])[CH2:40][N:10]3[C:11](=[O:39])[C@@H:12]([NH:31][C:32]([O:34][C:35]([CH3:36])([CH3:37])[CH3:38])=[O:33])[CH2:13][CH2:14][CH2:15][CH2:16][CH2:17][CH:18]=[CH:19][C@@H:20]4[CH2:25][C@@:21]4([C:26]([OH:28])=[O:27])[NH:22][C:23](=[O:24])[C@@H:9]3[CH2:8]2)=[CH:5][CH:6]=1 |f:1.2.3|. Procedure details: To a solution of (2R,6S,13aS,14aR,16aS,Z)-ethyl 2-(biphenyl-4-yl)-6-(tert-butoxycarbonylamino)-2-(butylthio)-5,16-dioxo-1,2,3,5,6,7,8,9,10,11,13a,14,14a,15,16,16a-hexadecahydrocyclopropa[e]pyrrolo[1,2-a][1,4]diazacyclopentadecine-14a-carboxylate (59 mg, 0.082 mmol) in THF (1 mL) and MeOH (1.000 mL) was added pre-made solution of Lithium hydroxide monohydrate (6.90 mg, 0.164 mmol) in water (1 mL). The resulting cloudy solution was stirred at room for 5 h. LC/MS analysis showed partial reaction. A... The reactants are OCC=1N=C(C2=C(N1)N(C(CC2)=O)CC2=CC=C(C=C2)C2=C(C=CC=C2)C2=NN=NN2C(C)(C)C)C (2-hydroxymethyl-4-methyl-8-[2'-(1-tert-butyl-1H-tetrazol-5-yl)biphenyl-4-ylmethyl]-5,8-dihydro-6H-pyrido[2,3-d]pyrimidin-7-one), CS(=O)(=O)O (methanesulfonic acid). The solvent is C1(=CC=CC=C1)C (toluene). Product: OCC=1N=C(C2=C(N1)N(C(CC2)=O)CC2=CC=C(C=C2)C2=C(C=CC=C2)C2=NN=NN2)C (2-Hydroxymethyl-4-methyl-8-[2'-(1H-tetrazol-5-yl)biphenyl-4-ylmethyl]- 5,8dihydro-6H-pyrido[2,3-d]pyrimidin-7-one). The yield is 102.9%. Reaction SMILES: [OH:1][CH2:2][C:3]1[N:4]=[C:5]([CH3:36])[C:6]2[CH2:12][CH2:11][C:10](=[O:13])[N:9]([CH2:14][C:15]3[CH:20]=[CH:19][C:18]([C:21]4[CH:26]=[CH:25][CH:24]=[CH:23][C:22]=4[C:27]4[N:31](C(C)(C)C)[N:30]=[N:29][N:28]=4)=[CH:17][CH:16]=3)[C:7]=2[N:8]=1.CS(O)(=O)=O>C1(C)C=CC=CC=1>[OH:1][CH2:2][C:3]1[N:4]=[C:5]([CH3:36])[C:6]2[CH2:12][CH2:11][C:10](=[O:13])[N:9]([CH2:14][C:15]3[CH:20]=[CH:19][C:18]([C:21]4[CH:26]=[CH:25][CH:24]=[CH:23][C:22]=4[C:27]4[NH:31][N:30]=[N:29][N:28]=4)=[CH:17][CH:16]=3)[C:7]=2[N:8]=1. Procedure: A mixture of 2-hydroxymethyl-4-methyl-8-[2'-(1-tert-butyl-1H-tetrazol-5-yl)biphenyl-4-ylmethyl]-5,8-dihydro-6H-pyrido[2,3-d]pyrimidin-7-one (1.2 g, 2.50 mmol), methanesulfonic acid (2.40 g, 25.0 mmol), and toluene (14 mL) was heated under reflux for 20 h. The mixture was concentrated, taken up in water, and the pH was adjusted to 7-8 with 1 N NaOH. The aqueous mixture was extracted with EtOAc (discarded), acidified to pH 4 with 1N HCl, and extracted with CHCl3. The CHCl3 layers were dried (MgSO4... Reactants: COC(=O)[C@@H]1C[C@H](CN1C(=O)OCc2ccccc2)OC(=O)N3Cc4cccc(Br)c4C3, OB(O)c1cccnc1. Reagents/catalysts: CCN=P(N=P(N(C)C)(N(C)C)N(C)C)(N(C)C)N(C)C (P2-Et), CC(C)c1cc(C(C)C)c(-c2ccccc2[PH](C(C)(C)C)(C(C)(C)C)[Pd]2(OS(C)(=O)=O)Nc3ccccc3-c3ccccc32)c(C(C)C)c1 (tBuXphos G3). Run in CS(C)=O (DMSO), O (water), CS(C)=O (DMSO), CS(C)=O (DMSO), CS(C)=O (DMSO). Conditions: time 22 hour. The product is COC(=O)[C@@H]1C[C@H](CN1C(=O)OCc2ccccc2)OC(=O)N3Cc4cccc(c4C3)c5cccnc5, COC(=O)[C@@H]1C[C@H](CN1C(=O)OCc2ccccc2)OC(=O)N3Cc4cccc(Br)c4C3, c1ccc(-c2ccccc2)cc1. Reactants: C(C)(C)P(=O)(C(C)C)CCN(C(OC(C)(C)C)=O)CC1=CC=C(C=C1)OC (tert-butyl [2-(diisopropylphosphoryl)ethyl](4-methoxybenzyl)carbamate), O=[N+]([O-])[O-].[O-][N+]([O-])=O.[O-][N+]([O-])=O.[O-][N+]([O-])=O.[O-][N+]([O-])=O.[O-][N+]([O-])=O.[Ce+4].[NH4+].[NH4+] (CAN). Run in CC#N (MeCN), O (water), O (water). Reaction conditions: temperature 0 celsius, time 1 hour. Yields the product C(C)(C)P(=O)(C(C)C)CCNC(OC(C)(C)C)=O (tert-butyl [2-(diisopropylphosphoryl)ethyl]carbamate). RXN SMILES: [CH:1]([P:4]([CH2:9][CH2:10][N:11](CC1C=CC(OC)=CC=1)[C:12](=[O:18])[O:13][C:14]([CH3:17])([CH3:16])[CH3:15])([CH:6]([CH3:8])[CH3:7])=[O:5])([CH3:3])[CH3:2].O=[N+]([O-])[O-].[O-][N+](=O)[O-].[O-][N+](=O)[O-].[O-][N+](=O)[O-].[O-][N+](=O)[O-].[O-][N+](=O)[O-].[Ce+4].[NH4+].[NH4+]>CC#N.O>[CH:1]([P:4]([CH2:9][CH2:10][NH:11][C:12](=[O:18])[O:13][C:14]([CH3:17])([CH3:15])[CH3:16])([CH:6]([CH3:7])[CH3:8])=[O:5])([CH3:3])[CH3:2] |f:1.2.3.4.5.6.7.8.9|. Procedure: A solution of tert-butyl [2-(diisopropylphosphoryl)ethyl](4-methoxybenzyl)carbamate (1.06 g, 2.68 mmol) in MeCN (20 mL) was cooled to 0° C. CAN (4.40 g, 8.03 mmol) in water (10 mL) was added dropwise via addition funnel over 15 minutes, and the reaction was subsequently stirred at 0° C. for an additional 1 h. The solution was then diluted with water and extracted with EtOAc (4×). The combined organic layers were washed with 10% Na2SO3 (2×). The sodium sulfite layers were then back-extracted with... Starting materials: CN(C)c1ccncc1, ClCCl, Cl, [N-]=[N+]=[N-], COC(=O)C(N)CCCCNC(=O)OCc1ccccc1, [Na+], O. The product is COC(=O)C(CCCCNC(=O)OCc1ccccc1)N=[N+]=[N-]. As a reaction SMILES: [CH3:28][N:29]([c:30]1[cH:31][cH:32][n:33][cH:34][cH:35]1)[CH3:36].[Cl:37][CH2:38][Cl:39].[ClH:5].[N-:1]=[N+:2]=[N-:3].[NH2:6][CH:7]([C:8](=[O:9])[O:10][CH3:11])[CH2:12][CH2:13][CH2:14][CH2:15][NH:16][C:17](=[O:18])[O:19][CH2:20][c:21]1[cH:22][cH:23][cH:24][cH:25][cH:26]1.[Na+:4].[OH2:27]>>[N:1](=[N+:2]=[N-:3])[CH:7]([C:8](=[O:9])[O:10][CH3:11])[CH2:12][CH2:13][CH2:14][CH2:15][NH:16][C:17](=[O:18])[O:19][CH2:20][c:21]1[cH:22][cH:23][cH:24][cH:25][cH:26]1.